From a dataset of the Open Reaction Database (ORD), a public repository of structured organic reaction records. describe an organic reaction: reactants, conditions, products, and yield Starting materials: CCO, CC(=O)OC1CN(c2ccc(Cl)cc2[N+](=O)[O-])CC1N1CCN(C(=O)c2ccc(Cl)cc2)CC1. Product: CC(=O)OC1CN(c2ccc(Cl)cc2N)CC1N1CCN(C(=O)c2ccc(Cl)cc2)CC1. As a reaction SMILES: [CH3:35][CH2:36][OH:37].[Cl:1][c:2]1[cH:3][cH:4][c:5]([C:6](=[O:7])[N:8]2[CH2:9][CH2:10][N:11]([CH:14]3[CH:15]([O:29][C:30]([CH3:31])=[O:32])[CH2:16][N:17]([c:19]4[c:20]([N+:26]([O-:27])=[O:28])[cH:21][c:22]([Cl:25])[cH:23][cH:24]4)[CH2:18]3)[CH2:12][CH2:13]2)[cH:33][cH:34]1>>[Cl:1][c:2]1[cH:3][cH:4][c:5]([C:6](=[O:7])[N:8]2[CH2:9][CH2:10][N:11]([CH:14]3[CH:15]([O:29][C:30]([CH3:31])=[O:32])[CH2:16][N:17]([c:19]4[c:20]([NH2:26])[cH:21][c:22]([Cl:25])[cH:23][cH:24]4)[CH2:18]3)[CH2:12][CH2:13]2)[cH:33][cH:34]1. Starting materials: [Br-], [Li]CCCC, C1CCOC1, CN(C)c1nc(C(F)(F)F)ccc1C=O, C[P+](c1ccccc1)(c1ccccc1)c1ccccc1, CCCCCC. Product: C=Cc1ccc(C(F)(F)F)nc1N(C)C. RXN SMILES: [Br-:27].[CH2:1]([Li:2])[CH2:3][CH2:4][CH3:5].[CH2:48]1[O:49][CH2:50][CH2:51][CH2:52]1.[CH3:12][N:13]([c:14]1[c:15]([CH:16]=[O:17])[cH:18][cH:19][c:20]([C:22]([F:23])([F:24])[F:25])[n:21]1)[CH3:26].[CH3:28][P+:29]([c:30]1[cH:31][cH:32][cH:33][cH:34][cH:35]1)([c:36]1[cH:37][cH:38][cH:39][cH:40][cH:41]1)[c:42]1[cH:43][cH:44][cH:45][cH:46][cH:47]1.[CH3:6][CH2:7][CH2:8][CH2:9][CH2:10][CH3:11]>>[CH2:1]=[CH:16][c:15]1[c:14]([N:13]([CH3:12])[CH3:26])[n:21][c:20]([C:22]([F:23])([F:24])[F:25])[cH:19][cH:18]1. Reactants: NC=1SC(=C(N1)C)C(=O)OCC (ethyl 2-amino-4-methylthiazole-5-carboxylate), ClC1=C(C(=CC(=C1)Cl)Cl)S(=O)(=O)Cl (2,4,6-trichlorobenzenesulfonyl chloride). Product: CC=1N=C(SC1C(=O)OCC)NS(=O)(=O)C1=C(C=C(C=C1Cl)Cl)Cl (Ethyl 4-methyl-2-{[(2,4,6-trichlorophenyl)sulfonyl]amino}-1,3-thiazole-5-carboxylate). RXN SMILES: [NH2:1][C:2]1[S:3][C:4]([C:8]([O:10][CH2:11][CH3:12])=[O:9])=[C:5]([CH3:7])[N:6]=1.[Cl:13][C:14]1[CH:19]=[C:18]([Cl:20])[CH:17]=[C:16]([Cl:21])[C:15]=1[S:22](Cl)(=[O:24])=[O:23]>>[CH3:7][C:5]1[N:6]=[C:2]([NH:1][S:22]([C:15]2[C:16]([Cl:21])=[CH:17][C:18]([Cl:20])=[CH:19][C:14]=2[Cl:13])(=[O:24])=[O:23])[S:3][C:4]=1[C:8]([O:10][CH2:11][CH3:12])=[O:9]. Reported procedure: This compound was prepared from ethyl 2-amino-4-methylthiazole-5-carboxylate and 2,4,6-trichlorobenzenesulfonyl chloride as described for EXAMPLE 30 with the exception that it was purified by recrystaliation only. Yield 249 mg, 58%: 1HNMR (DMSO) δ 7.84 (s, 2H), 4.23 (q, 2H), 2.42 (s, 3H), 1.25 (t, 3H); MS-ES (neg) m/z 429.1. Starting materials: C(C)(C)(C)OC(NC(C(=O)N1CCN(CC1)CCNC(=O)C1=C(NC(=C1C)\C=C\1/C(NC2=CC=C(C=C12)S(=O)(=O)CC1=C(C=CC=C1Cl)Cl)=O)C)(C)C)=O ((2-{4-[2-({5-[5-(2,6-dichloro-phenylmethanesulfonyl)-2-oxo-1,2-dihydro-indol-(3Z)-ylidenemethyl]-2,4-dimethyl-1H-pyrrole-3-carbonyl}-amino)-ethyl]-piperazin-1-yl}-1,1-dimethyl-2-oxo-ethyl)-carbamic acid tert-butyl ester), Cl (HCl). Run in C(C)(=O)OCC (ethyl acetate), C(Cl)Cl (DCM). Reaction conditions: temperature 40 celsius, time 3 hour. Yields the product NC(C(=O)N1CCN(CC1)CCNC(=O)C1=C(NC(=C1C)\C=C\1/C(NC2=CC=C(C=C12)S(=O)(=O)CC1=C(C=CC=C1Cl)Cl)=O)C)(C)C (5-[5-(2,6-Dichloro-phenylmethanesulfonyl)-2-oxo-1,2-dihydro-indol-(3Z)-ylidenemethyl]-2,4-dimethyl-1H-pyrrole-3-carboxylic acid {2-[4-(2-amino-2-methyl-propionyl)-piperazin-1-yl]-ethyl}-amide). Reaction SMILES: C(OC(=O)[NH:7][C:8]([CH3:53])([CH3:52])[C:9]([N:11]1[CH2:16][CH2:15][N:14]([CH2:17][CH2:18][NH:19][C:20]([C:22]2[C:26]([CH3:27])=[C:25](/[CH:28]=[C:29]3\[C:30](=[O:50])[NH:31][C:32]4[C:37]\3=[CH:36][C:35]([S:38]([CH2:41][C:42]3[C:47]([Cl:48])=[CH:46][CH:45]=[CH:44][C:43]=3[Cl:49])(=[O:40])=[O:39])=[CH:34][CH:33]=4)[NH:24][C:23]=2[CH3:51])=[O:21])[CH2:13][CH2:12]1)=[O:10])(C)(C)C.Cl>C(Cl)Cl.C(OCC)(=O)C>[NH2:7][C:8]([CH3:53])([CH3:52])[C:9]([N:11]1[CH2:16][CH2:15][N:14]([CH2:17][CH2:18][NH:19][C:20]([C:22]2[C:26]([CH3:27])=[C:25](/[CH:28]=[C:29]3\[C:30](=[O:50])[NH:31][C:32]4[C:37]\3=[CH:36][C:35]([S:38]([CH2:41][C:42]3[C:43]([Cl:49])=[CH:44][CH:45]=[CH:46][C:47]=3[Cl:48])(=[O:40])=[O:39])=[CH:34][CH:33]=4)[NH:24][C:23]=2[CH3:51])=[O:21])[CH2:13][CH2:12]1)=[O:10]. Reported procedure: To a mixture of (2-{4-[2-({5-[5-(2,6-dichloro-phenylmethanesulfonyl)-2-oxo-1,2-dihydro-indol-(3Z)-ylidenemethyl]-2,4-dimethyl-1H-pyrrole-3-carbonyl}-amino)-ethyl]-piperazin-1-yl}-1,1-dimethyl-2-oxo-ethyl)-carbamic acid tert-butyl ester (from the above reaction) in DCM (3 mL) was added 6N HCl in ethyl acetate. The mixture was stirred at 40° C. for 3 hours. The reaction was concentrated, basified to pH 7-8 with 2N NaOH, extracted with DCM and concentrated. The residue was purified on a silica gel ... Starting materials: N1CCCC2=C3OC(CCC3=CC=C12)CO ((1,3,4,6,7,8-hexahydro-2H-5-oxa-1-aza-phenanthren-6-yl)-methanol). The reagents and catalysts are [O-2].[O-2].[Mn+4] (manganese dioxide). The solvent is C1(=CC=CC=C1)C (toluene). The product is N1=CC=CC2=C3OC(CCC3=CC=C12)CO ((7,8-Dihydro-6H-5-oxa-1-aza-phenanthren-6-yl)-methanol). Yield: 34.8%. RXN SMILES: [NH:1]1[C:14]2[C:5](=[C:6]3[C:11](=[CH:12][CH:13]=2)[CH2:10][CH2:9][CH:8]([CH2:15][OH:16])[O:7]3)[CH2:4][CH2:3][CH2:2]1>C1(C)C=CC=CC=1.[O-2].[O-2].[Mn+4]>[N:1]1[C:14]2[C:5](=[C:6]3[C:11](=[CH:12][CH:13]=2)[CH2:10][CH2:9][CH:8]([CH2:15][OH:16])[O:7]3)[CH:4]=[CH:3][CH:2]=1 |f:2.3.4|. Procedure: To (1,3,4,6,7,8-hexahydro-2H-5-oxa-1-aza-phenanthren-6-yl)-methanol (0.90 g, 4.0 mmole) in 150 mL of toluene was added 1.8 g (20 mmole) of manganese dioxide. The mixture was refluxed under nitrogen for 24 hours. It was then filtered through celite, concentrated in vacuum and column chromatographed on silica gel with 0-2% methanol/chloroform as eluant. Concentration of the product fractions in vacuum gave 0.30 g of the title compound as an orange oil. 1H-NMR (CDCl3): doublet 8.8 δ (1H); doublet 8... Reactants: ClCCl, CC1(C)C(C(=O)O)C1C(Br)C(Br)(Br)Br, CN(C)C=O, O=S(Cl)Cl. The product is CC1(C)C(C(=O)O)C1C(Br)C(Br)(Br)Br, [Cl-]. Reaction SMILES: [CH2:24]([Cl:25])[Cl:26].[CH3:10][C:11]1([CH3:23])[CH:12]([C:20](=[O:21])[OH:22])[CH:13]1[CH:14]([C:15]([Br:16])([Br:17])[Br:18])[Br:19].[CH3:1][N:2]([CH3:3])[CH:4]=[O:5].[S:6]([Cl:7])([Cl:8])=[O:9]>>[CH3:10][C:11]1([CH3:23])[CH:12]([C:20](=[O:21])[OH:22])[CH:13]1[CH:14]([C:15]([Br:16])([Br:17])[Br:18])[Br:19].[Cl-:8]. Reactants: ClCCCC(=O)[C-]1C=CC=C1.[C-]1(C=CC=C1)C(CCCCl)=O.[Fe+2] (1,1'-di(4-chlorobutyroyl)ferrocene), ClCCCC(=O)[C-]1C=CC=C1.[CH-]1C=CC=C1.[Fe+2] (4-chlorobutyroylferrocene), Pt, Cl[Sn]Cl (SnCl2), [CH-]1C=CC=C1.[CH-]1C=CC=C1.[Fe+2] (ferrocene). Reagents/catalysts: O=[Pt]=O (PtO2), [Al+3].[Cl-].[Cl-].[Cl-] (AlCl3). Run in C(C)(=O)O (acetic acid), C(Cl)Cl (CH2Cl2). The product is ClCCCC(=O)[C-]1C=CC=C1.[CH-]1C=CC=C1.[Fe+2] (4-chlorobutyroylferrocene), [CH-]1C=CC=C1.[CH-]1C=CC=C1.[Fe+2] (ferrocene), ClCCCC(=O)Cl (4-chlorobutyryl chloride). RXN SMILES: Cl[Sn]Cl.[Cl:4][CH2:5][CH2:6][CH2:7][C:8]([C-:10]1[CH:14]=[CH:13][CH:12]=[CH:11]1)=[O:9].[CH-:15]1[CH:19]=[CH:18][CH:17]=[CH:16]1.[Fe+2:20].[CH-:21]1[CH:25]=[CH:24][CH:23]=[CH:22]1.[CH-:26]1[CH:30]=[CH:29][CH:28]=[CH:27]1.[Fe+2].[Cl:32][CH2:33][CH2:34][CH2:35][C:36]([C-]1C=CC=C1)=[O:37].[C-]1(C(=O)CCC[Cl:52])C=CC=C1.[Fe+2]>C(Cl)Cl.[Al+3].[Cl-].[Cl-].[Cl-].O=[Pt]=O.C(O)(=O)C>[Cl:4][CH2:5][CH2:6][CH2:7][C:8]([C-:10]1[CH:14]=[CH:13][CH:12]=[CH:11]1)=[O:9].[CH-:15]1[CH:19]=[CH:18][CH:17]=[CH:16]1.[Fe+2:20].[CH-:21]1[CH:25]=[CH:24][CH:23]=[CH:22]1.[CH-:26]1[CH:30]=[CH:29][CH:28]=[CH:27]1.[Fe+2:20].[Cl:32][CH2:33][CH2:34][CH2:35][C:36]([Cl:52])=[O:37] |f:1.2.3,4.5.6,7.8.9,11.12.13.14,17.18.19,20.21.22|. Reported procedure: In an inert atmosphere, 170 mg of PtO2.xH2O (containing 80% of Pt) and 5 mg of anhydrous SnCl2 are introduced into the glass beaker. 120 cm3 of glacial acetic acid and 29.1 g (0.10 mol) of 4-chlorobutyroylferrocene whose main impurities are 1.4% by weight of ferrocene and 0.88% by weight of 1,1'-di(4-chlorobutyroyl)ferrocene are then poured in. This 4-chlorobutyroylferrocene was obtained in the customary manner by a reaction of the Friedel-Crafts type between ferrocene and 4-chlorobutyryl chlori... The reactants are CC(C)COc1ccccc1-c1ncc(C(N)=O)c(=O)[nH]1, O=P(Cl)(Cl)Cl. The product is CC(C)COc1ccccc1-c1ncc(C#N)c(=O)[nH]1. RXN SMILES: [O:1]=[c:2]1[c:3]([C:19](=[O:20])[NH2:21])[cH:4][n:5][c:6](-[c:8]2[c:9]([O:14][CH2:15][CH:16]([CH3:17])[CH3:18])[cH:10][cH:11][cH:12][cH:13]2)[nH:7]1.[P:22]([Cl:23])([Cl:24])([Cl:25])=[O:26]>>[O:1]=[c:2]1[c:3]([C:19]#[N:21])[cH:4][n:5][c:6](-[c:8]2[c:9]([O:14][CH2:15][CH:16]([CH3:17])[CH3:18])[cH:10][cH:11][cH:12][cH:13]2)[nH:7]1. Reactants: C(=O)[O-].[NH4+] (Ammonium formate), C(C1=CC=CC=C1)N1CC(CCC1)NC(=O)C=1C=C2C=NNC2=CC1 (N-(1-benzylpiperidin-3-yl)-1H-indazole-5-carboxamide). The reagents and catalysts are [Pd] (Pd—C). Run in C(C)O (ethanol), C(C)(=O)OCC (ethyl acetate). Run at time 4 hour. The product is N1CC(CCC1)NC(=O)C=1C=C2C=NNC2=CC1 (N-(3-piperidinyl)-1H-indazole-5-carboxamide). Yield: 96.5%. RXN SMILES: C([O-])=O.[NH4+].C([N:12]1[CH2:17][CH2:16][CH2:15][CH:14]([NH:18][C:19]([C:21]2[CH:22]=[C:23]3[C:27](=[CH:28][CH:29]=2)[NH:26][N:25]=[CH:24]3)=[O:20])[CH2:13]1)C1C=CC=CC=1>C(O)C.C(OCC)(=O)C.[Pd]>[NH:12]1[CH2:17][CH2:16][CH2:15][CH:14]([NH:18][C:19]([C:21]2[CH:22]=[C:23]3[C:27](=[CH:28][CH:29]=2)[NH:26][N:25]=[CH:24]3)=[O:20])[CH2:13]1 |f:0.1|. Procedure details: Ammonium formate (0.363 g) and 10% Pd—C (0.074 g) were added to a suspension of the N-(1-benzylpiperidin-3-yl)-1H-indazole-5-carboxamide (0.357 g, 1.06 mmol) obtained in Example 138 in ethanol (10 ml), and the resulting mixture was stirred for 4 hours with heating under reflux. The resulting solution was filtered by the use of Celite and then the solvent was distilled off from the filtrate to obtain a solid. The solid obtained was suspended in ethyl acetate, stirred to be washed, collected by fi... Reactants: C([O-])([O-])=O.[K+].[K+] (potassium carbonate), C(C1=CC=CC=C1)Br (benzyl bromide), C(#N)NC1=NC=CC=C1 (2-(cyanoamino)pyridine). Run in CC(=O)C (acetone). Run at time 2.5 hour. Yields the product C(C1=CC=CC=C1)N1C(C=CC=C1)=NC#N (1-benzyl-2-(cyanoimino)pyridine). Isolated yield 53.0%. As a reaction SMILES: C(=O)([O-])[O-].[K+].[K+].[CH2:7](Br)[C:8]1[CH:13]=[CH:12][CH:11]=[CH:10][CH:9]=1.[C:15]([NH:17][C:18]1[CH:23]=[CH:22][CH:21]=[CH:20][N:19]=1)#[N:16]>CC(C)=O>[CH2:7]([N:19]1[CH:20]=[CH:21][CH:22]=[CH:23][C:18]1=[N:17][C:15]#[N:16])[C:8]1[CH:13]=[CH:12][CH:11]=[CH:10][CH:9]=1 |f:0.1.2|. Reported procedure: 7 g (50 mmole) of potassium carbonate and 6.5 ml (55 mmole) of benzyl bromide are weighted to the suspension of 6 g (50 mmole) of 2-(cyanoamino)pyridine in 100 ml of acetone, then the reaction mixture is refluxed under vigorous stirring for 2.5 hours. After cooling the inorganic salt is filtered off and the acetone filtrate is evaporated under reduced pressure. The residue is triturated with 10 ml of ether, filtered and washed twice with 5 ml of ether each to obtain 5.55 g (53.1%) of the named c...